Dataset: the Open Reaction Database (ORD), a public repository of structured organic reaction records. Task: describe an organic reaction: reactants, conditions, products, and yield Starting materials: O=S(=O)(c1ccc(O)cc1)C1CCN(CCCCc2cccc(OCc3ccccc3)c2)C1, CO, [H][H]. The product is O=S(=O)(c1ccc(O)cc1)C1CCN(CCCCc2cccc(O)c2)C1. As a reaction SMILES: [CH2:1]([c:2]1[cH:3][cH:4][cH:5][cH:6][cH:7]1)[O:8][c:9]1[cH:10][c:11]([CH2:15][CH2:16][CH2:17][CH2:18][N:19]2[CH2:20][CH:21]([S:24](=[O:25])(=[O:26])[c:27]3[cH:28][cH:29][c:30]([OH:33])[cH:31][cH:32]3)[CH2:22][CH2:23]2)[cH:12][cH:13][cH:14]1.[CH3:36][OH:37].[H:34][H:35]>>[OH:8][c:9]1[cH:10][c:11]([CH2:15][CH2:16][CH2:17][CH2:18][N:19]2[CH2:20][CH:21]([S:24](=[O:25])(=[O:26])[c:27]3[cH:28][cH:29][c:30]([OH:33])[cH:31][cH:32]3)[CH2:22][CH2:23]2)[cH:12][cH:13][cH:14]1. Reactants: COC(=O)c1cccc(-c2ccc(S(=O)(=O)CCc3c(CCOS(C)(=O)=O)n(C(c4ccccc4)c4ccccc4)c4ccc(Cl)cc34)cc2)c1, [N-]=[N+]=[N-], [Na+], CN(C)C=O, O. Product: COC(=O)c1cccc(-c2ccc(S(=O)(=O)CCc3c(CCN=[N+]=[N-])n(C(c4ccccc4)c4ccccc4)c4ccc(Cl)cc34)cc2)c1. RXN SMILES: [CH:1]([c:2]1[cH:3][cH:4][cH:5][cH:6][cH:7]1)([c:8]1[cH:9][cH:10][cH:11][cH:12][cH:13]1)[n:14]1[c:15]([CH2:45][CH2:46][O:47][S:48]([CH3:49])(=[O:50])=[O:51])[c:16]([CH2:24][CH2:25][S:26](=[O:27])(=[O:28])[c:29]2[cH:30][cH:31][c:32](-[c:35]3[cH:36][c:37]([C:38](=[O:39])[O:40][CH3:41])[cH:42][cH:43][cH:44]3)[cH:33][cH:34]2)[c:17]2[cH:18][c:19]([Cl:23])[cH:20][cH:21][c:22]12.[N-:53]=[N+:54]=[N-:55].[Na+:52].[O:56]=[CH:57][N:58]([CH3:59])[CH3:60].[OH2:61]>>[CH:1]([c:2]1[cH:3][cH:4][cH:5][cH:6][cH:7]1)([c:8]1[cH:9][cH:10][cH:11][cH:12][cH:13]1)[n:14]1[c:15]([CH2:45][CH2:46][N:53]=[N+:54]=[N-:55])[c:16]([CH2:24][CH2:25][S:26](=[O:27])(=[O:28])[c:29]2[cH:30][cH:31][c:32](-[c:35]3[cH:36][c:37]([C:38](=[O:39])[O:40][CH3:41])[cH:42][cH:43][cH:44]3)[cH:33][cH:34]2)[c:17]2[cH:18][c:19]([Cl:23])[cH:20][cH:21][c:22]12. Starting materials: CC(=O)CC(C)C, COc1ccccc1N1CCNCC1, Cl, Cl, [I-], [Na+], [Na+], [Na+], O=C([O-])[O-], ClCCOc1ccc(-c2cc3ccccn3c2)cc1. The product is COc1ccccc1N1CCN(CCOc2ccc(-c3cc4ccccn4c3)cc2)CC1. Reaction SMILES: [CH2:44]([C:45]([CH3:46])=[O:47])[CH:48]([CH3:49])[CH3:50].[CH3:22][O:23][c:24]1[c:25]([N:30]2[CH2:31][CH2:32][NH:33][CH2:34][CH2:35]2)[cH:26][cH:27][cH:28][cH:29]1.[ClH:20].[ClH:21].[I-:43].[Na+:36].[Na+:37].[Na+:42].[O-:38][C:39](=[O:40])[O-:41].[cH:1]1[c:2](-[c:10]2[cH:11][cH:12][c:13]([O:14][CH2:15][CH2:16][Cl:17])[cH:18][cH:19]2)[cH:3][n:4]2[cH:5][cH:6][cH:7][cH:8][c:9]12>>[cH:1]1[c:2](-[c:10]2[cH:11][cH:12][c:13]([O:14][CH2:15][CH2:16][N:33]3[CH2:32][CH2:31][N:30]([c:25]4[c:24]([O:23][CH3:22])[cH:29][cH:28][cH:27][cH:26]4)[CH2:35][CH2:34]3)[cH:18][cH:19]2)[cH:3][n:4]2[cH:5][cH:6][cH:7][cH:8][c:9]12. Reactants: O=C(CC(C(=O)OCC)C(C(F)(F)F)=O)C (ethyl 4-oxo-2-(2,2,2-trifluoro-1-oxoethyl)pentanoate), C=1(C(=CC=CC1)S(=O)(=O)O)C (toluenesulfonic acid). The solvent is C1(=CC=CC=C1)C (toluene). Product: FC(C=1OC(=CC1C(=O)OCC)C)(F)F (ethyl 2-trifluoromethyl-5-methyl-3-furancarboxylate). Isolated yield 60.8%. As a reaction SMILES: O=[C:2]([CH3:16])[CH2:3][CH:4]([C:10](=[O:15])[C:11]([F:14])([F:13])[F:12])[C:5]([O:7][CH2:8][CH3:9])=[O:6].C1(C)C(S(O)(=O)=O)=CC=CC=1>C1(C)C=CC=CC=1>[F:12][C:11]([F:14])([F:13])[C:10]1[O:15][C:2]([CH3:16])=[CH:3][C:4]=1[C:5]([O:7][CH2:8][CH3:9])=[O:6]. Procedure details: 24 g of the product of Stage A were mixed in 150 ml of toluene and 1.85 g of toluenesulfonic acid were added. The mixture was refluxed for 20 hours. The solvent was evaporated under reduced pressure at 40° C. The residue was chromatographed on silica (eluent: 95/5 hexane/ethyl acetate) to obtain 13.5 g of the expected product. Starting materials: M-isobutene, C(C)(C)(C)OC(NC(C(N(C)OC)=O)C1=CC(=C(C=C1)Cl)Cl)=O (rac-[(3,4-dichloro-phenyl)-(methoxy-methyl-carbamoyl)-methyl]-carbamic acid tert-butyl ester), C(C)(C)(C)OC(NC(C(N(C)OC)=O)C1=CC(=C(C=C1)Cl)Cl)=O (rac-[(3,4-dichloro-phenyl)-(methoxy-methyl-carbamoyl)-methyl]-carbamic acid tert-butyl ester), BrC1=NC=C(C=C1)OC(C)C (2-bromo-5-isopropoxy-pyridine), BrC1=NC=C(C=C1)OC(C)C (2-bromo-5-isopropoxy-pyridine). Product: C(C)(C)(C)OC(NC(C(=O)C1=NC=C(C=C1)OC(C)C)C1=CC(=C(C=C1)Cl)Cl)=O (rac-[1-(3,4-Dichloro-phenyl)-2-(5-isopropoxy-pyridin-2-yl)-2-oxo-ethyl]-carbamic acid tert-butyl ester). RXN SMILES: [C:1]([O:5][C:6](=[O:23])[NH:7][CH:8]([C:15]1[CH:20]=[CH:19][C:18]([Cl:21])=[C:17]([Cl:22])[CH:16]=1)[C:9](=[O:14])N(OC)C)([CH3:4])([CH3:3])[CH3:2].Br[C:25]1[CH:30]=[CH:29][C:28]([O:31][CH:32]([CH3:34])[CH3:33])=[CH:27][N:26]=1>>[C:1]([O:5][C:6](=[O:23])[NH:7][CH:8]([C:15]1[CH:20]=[CH:19][C:18]([Cl:21])=[C:17]([Cl:22])[CH:16]=1)[C:9]([C:25]1[CH:30]=[CH:29][C:28]([O:31][CH:32]([CH3:34])[CH3:33])=[CH:27][N:26]=1)=[O:14])([CH3:2])([CH3:3])[CH3:4]. Procedure: The title compound was prepared from rac-[(3,4-dichloro-phenyl)-(methoxy-methyl-carbamoyl)-methyl]-carbamic acid tert-butyl ester (Intermediate 9) and 2-bromo-5-isopropoxy-pyridine (Intermediate 30) in analogy to Example 1a): MS (ISP): 439.2 and 441.1 (M+H)+, 383.2 and 385.1 ((M-isobutene)+H)+ (100%). Starting materials: OCCNC(CC)=O (N-(2-hydroxyethyl)propionamide), [H-].[Na+] (Sodium hydride), oil, ClC1=C(C=C(C=N1)C(=O)N1C(OC[C@H]1CC(C)C)(C)C)C1=CC=C(C=C1)Cl ([6-Chloro-5-(4-chloro-phenyl)-pyridin-3-yl]-((R)-4-isobutyl-2,2-dimethyl-oxazolidin-3-yl)-methanone), O (water). Solvent: C1CCOC1 (THF). Run at time 6 hour. The product is ClC1=CC=C(C=C1)C=1C(=NC=C(C1)C(=O)N1C(OC[C@H]1CC(C)C)(C)C)OCCNC(CC)=O (N-{2-[3-(4-Chloro-phenyl)-5-((R)-4-isobutyl-2,2-dimethyl-oxazolidine-3-carbonyl)-pyridin-2-yloxy]-ethyl}-propionamide). Yield: 33.2%. Reaction SMILES: [H-].[Na+].[OH:3][CH2:4][CH2:5][NH:6][C:7](=[O:10])[CH2:8][CH3:9].Cl[C:12]1[N:17]=[CH:16][C:15]([C:18]([N:20]2[C@H:24]([CH2:25][CH:26]([CH3:28])[CH3:27])[CH2:23][O:22][C:21]2([CH3:30])[CH3:29])=[O:19])=[CH:14][C:13]=1[C:31]1[CH:36]=[CH:35][C:34]([Cl:37])=[CH:33][CH:32]=1.O>C1COCC1>[Cl:37][C:34]1[CH:35]=[CH:36][C:31]([C:13]2[C:12]([O:3][CH2:4][CH2:5][NH:6][C:7](=[O:10])[CH2:8][CH3:9])=[N:17][CH:16]=[C:15]([C:18]([N:20]3[C@H:24]([CH2:25][CH:26]([CH3:28])[CH3:27])[CH2:23][O:22][C:21]3([CH3:30])[CH3:29])=[O:19])[CH:14]=2)=[CH:32][CH:33]=1 |f:0.1|. Procedure: Sodium hydride dispersion in oil (˜55%, 72 mg) was added in portions to a well stirred solution of N-(2-hydroxyethyl)propionamide (71 mg, 0.6 mmol) in THF (13 mL). After stirring the mixture for 15 min at RT [6-Chloro-5-(4-chloro-phenyl)-pyridin-3-yl]-((R)-4-isobutyl-2,2-dimethyl-oxazolidin-3-yl)-methanone (225 mg, 0.55 mmol) was added and stirring continued for 6 h at RT. The mixture was poured into water and extracted with diethyl ether. Organic phases were pooled, dried with Na2SO4 and the so... RXN SMILES: [CH2:16]([CH2:17][CH:18]([CH3:19])[CH3:20])[NH:21][CH2:22][CH2:23][CH:24]([CH3:25])[CH3:26].[CH3:1][c:2]1[cH:3][cH:4][c:5](-[c:8]2[c:9]([C:13](=[O:14])[OH:15])[cH:10][n:11][o:12]2)[cH:6][cH:7]1>>[CH3:1][c:2]1[cH:3][cH:4][c:5](-[c:8]2[c:9]([C:13](=[O:15])[N:21]([CH2:16][CH2:17][CH:18]([CH3:19])[CH3:20])[CH2:22][CH2:23][CH:24]([CH3:25])[CH3:26])[cH:10][n:11][o:12]2)[cH:6][cH:7]1. Yields the product Cc1ccc(-c2oncc2C(=O)N(CCC(C)C)CCC(C)C)cc1. The reactants are CC(C)CCNCCC(C)C, Cc1ccc(-c2oncc2C(=O)O)cc1.